This data is from the Open Reaction Database (ORD), a public repository of structured organic reaction records. The task is: describe an organic reaction: reactants, conditions, products, and yield Starting materials: O1CCC(C2=CC=CC=C12)OC1=CC(=CC=2N(C(=NC21)C)C)C(=O)O (4-(3,4-Dihydro-2H-chromen-4-yloxy)-1,2-dimethyl-1H-benzimidazole-6-carboxylic acid), N1C[C@H](CC1)O ((S)-(+)-3-pyrrolidinol). The yield is 25.0%. As a reaction SMILES: [O:1]1[C:10]2[C:5](=[CH:6][CH:7]=[CH:8][CH:9]=2)[CH:4]([O:11][C:12]2[C:20]3[N:19]=[C:18]([CH3:21])[N:17]([CH3:22])[C:16]=3[CH:15]=[C:14]([C:23]([OH:25])=O)[CH:13]=2)[CH2:3][CH2:2]1.[NH:26]1[CH2:30][CH2:29][C@H:28]([OH:31])[CH2:27]1>>[O:1]1[C:10]2[C:5](=[CH:6][CH:7]=[CH:8][CH:9]=2)[CH:4]([O:11][C:12]2[C:20]3[N:19]=[C:18]([CH3:21])[N:17]([CH3:22])[C:16]=3[CH:15]=[C:14]([C:23]([N:26]3[CH2:30][CH2:29][C@H:28]([OH:31])[CH2:27]3)=[O:25])[CH:13]=2)[CH2:3][CH2:2]1. Product: O1CCC(C2=CC=CC=C12)OC1=CC(=CC=2N(C(=NC21)C)C)C(=O)N2C[C@H](CC2)O ((3S)-1-{[4-(3,4-Dihydro-2H-chromen-4-yloxy)-1,2-dimethyl-1H-benzimidazol-6-yl]carbonyl}pyrrolidin-3-ol). Procedure details: The title compound was prepared as a white solid in 25% yield (30 mg) from 4-(3,4-dihydro-2H-chromen-4-yloxy)-1,2-dimethyl-1H-benzimidazole-6-carboxylic acid (100 mg, 0.30 mmol, STEP 2 of Example 11) and (S)-(+)-3-pyrrolidinol (77 mg, 0.63 mmol) by the same manner in STEP 3 of Example 11: Reactants: CS(C)=O, CC(=O)c1csc(-c2ccc(Cl)c(Cl)c2)c1O, NNC(=O)c1ccc(C(=O)Nc2cccnc2)s1. Product: CC(=NNC(=O)c1ccc(C(=O)Nc2cccnc2)s1)c1csc(-c2ccc(Cl)c(Cl)c2)c1O. As a reaction SMILES: [CH3:36][S:37](=[O:38])[CH3:39].[Cl:1][c:2]1[cH:3][c:4](-[c:9]2[s:10][cH:11][c:12]([C:15](=[O:16])[CH3:17])[c:13]2[OH:14])[cH:5][cH:6][c:7]1[Cl:8].[n:18]1[cH:19][c:20]([NH:24][C:25](=[O:26])[c:27]2[s:28][c:29]([C:32](=[O:33])[NH:34][NH2:35])[cH:30][cH:31]2)[cH:21][cH:22][cH:23]1>>[Cl:1][c:2]1[cH:3][c:4](-[c:9]2[s:10][cH:11][c:12]([C:15]([CH3:17])=[N:35][NH:34][C:32]([c:29]3[s:28][c:27]([C:25]([NH:24][c:20]4[cH:19][n:18][cH:23][cH:22][cH:21]4)=[O:26])[cH:31][cH:30]3)=[O:33])[c:13]2[OH:14])[cH:5][cH:6][c:7]1[Cl:8]. Reactants: C(C)OC1=C(C=CC=C1)N1CCN(CCC1)CCCCOC1=CC=C2CCC(NC2=C1)=O (7-(4-(4-(2-ethoxyphenyl)-1,4-diazepan-1-yl)butoxy)-3,4-dihydroquinolin-2(1H)-one), [Na+].[I-] (NaI), Cl.COC1=C(C=CC=C1)N1CCNCC1 (1-(2-methoxyphenyl)piperazine hydrochloride salt), C(=O)([O-])[O-].[K+].[K+] (K2CO3). The solvent is CC#N (CH3CN). Reaction conditions: time 4 hour. Yields the product COC1=C(C=CC=C1)N1CCN(CC1)CCCCOC1=CC=C2CCC(NC2=C1)=O (7-(4-(4-(2-methoxyphenyl)piperazin-1-yl)butoxy)-3,4-dihydroquinolin-2(1H)-one). The yield is 49.9%. RXN SMILES: C(OC1C=CC=CC=1N1CCCN([CH2:17][CH2:18][CH2:19][CH2:20][O:21][C:22]2[CH:31]=[C:30]3[C:25]([CH2:26][CH2:27][C:28](=[O:32])[NH:29]3)=[CH:24][CH:23]=2)CC1)C.[Na+].[I-].Cl.[CH3:36][O:37][C:38]1[CH:43]=[CH:42][CH:41]=[CH:40][C:39]=1[N:44]1[CH2:49][CH2:48][NH:47][CH2:46][CH2:45]1.C([O-])([O-])=O.[K+].[K+]>CC#N>[CH3:36][O:37][C:38]1[CH:43]=[CH:42][CH:41]=[CH:40][C:39]=1[N:44]1[CH2:49][CH2:48][N:47]([CH2:17][CH2:18][CH2:19][CH2:20][O:21][C:22]2[CH:31]=[C:30]3[C:25]([CH2:26][CH2:27][C:28](=[O:32])[NH:29]3)=[CH:24][CH:23]=2)[CH2:46][CH2:45]1 |f:1.2,3.4,5.6.7|. Procedure: A mixture of intermediate 12 (314 mg, 0.48 mmol) and NaI (150 mg, 0.96 mmol) in CH3CN was heated to reflux for 30 min and then cooled to rt. Intermediate 55 (228 mg, 0.48 mmol) and anhydrous K2CO3 (138 mg, 1.92 mmol) were added to the mixture. The resulting mixture was heated to reflux and stirred for 4 h. Precipitated crystals were filtered off and the filtrate was evaporated under reduced pressure. The residue was extracted with EtOAc. The combined EtOAc layers were washed with brine, dried ov... The reactants are C1=CC=CC=2NC3=C4C=CC=CC4=NC3=C(C12)C(=O)O (Quindoline-11-carboxylic acid), CO (MeOH), OS(=O)(=O)O (H2SO4). Yields the product C1=CC=CC=2NC3=C4C=CC=CC4=NC3=C(C12)C(=O)OC (Methyl Quindoline-11-carboxylate). RXN SMILES: [CH:1]1[C:17]2[C:16]([C:18]([OH:20])=[O:19])=[C:15]3[C:7](=[C:8]4[C:13](=[N:14]3)[CH:12]=[CH:11][CH:10]=[CH:9]4)[NH:6][C:5]=2[CH:4]=[CH:3][CH:2]=1.OS(O)(=O)=O.[CH3:26]O>>[CH:1]1[C:17]2[C:16]([C:18]([O:20][CH3:26])=[O:19])=[C:15]3[C:7](=[C:8]4[C:13](=[N:14]3)[CH:12]=[CH:11][CH:10]=[CH:9]4)[NH:6][C:5]=2[CH:4]=[CH:3][CH:2]=1. Reported procedure: To a suspension of quindoline-11-carboxylic acid (2.3 g, 8.77 mmol) from Example 1 in MeOH (50 mL) was added concentrated H2SO4 (1.5 ml, 28 mmol). The resulting solution was refluxed for 8 hours, cooled, and partitioned between benzene (100 mL) and water (50 mL). After adjusting the pH to 9 with a saturated solution of K2CO3, the benzene layer was separated, washed with water, dried and concentrated. Purification by LPLC (EtOAc-hexane 1:3) gave 0.28 g of the title compound as greenish-yellow cry... Reactants: C(C)(C)(C)C=1N=C(SC1)C=1OC2=C(C1)C=C(C=C2)CCl (4-tert-butyl-2-[5-(chloromethyl)benzofuran-2-yl]thiazole), N1N=C(C2=CC=CC=C12)C(=O)OCC1=CC=CC=C1 (benzyl indazole-3-carboxylate), C([O-])([O-])=O.[K+].[K+] (potassium carbonate). Run in CC(=O)CC (methylethylketone). Product: C(C)(C)(C)C=1N=C(SC1)C=1OC2=C(C1)C=C(C=C2)CN2N=C(C1=CC=CC=C21)C(=O)OCC2=CC=CC=C2 (benzyl 1-{[2-(4-tert-butylthiazol-2-yl)benzofuran-5-yl]methyl}-1H-indazole-3-carboxylate), C(C)(C)(C)C=1N=C(SC1)C=1OC2=C(C1)C=C(C=C2)CN2N=C1C=CC=CC1=C2C(=O)OCC2=CC=CC=C2 (benzyl 2-{[2-(4-tert-butylthiazol-2-yl)benzofuran-5-yl]methyl}-2H-indazole-3-carboxylate). As a reaction SMILES: [C:1]([C:5]1[N:6]=[C:7]([C:10]2[O:11][C:12]3[CH:18]=[CH:17][C:16]([CH2:19]Cl)=[CH:15][C:13]=3[CH:14]=2)[S:8][CH:9]=1)([CH3:4])([CH3:3])[CH3:2].[NH:21]1[C:29]2[C:24](=[CH:25][CH:26]=[CH:27][CH:28]=2)[C:23]([C:30]([O:32][CH2:33][C:34]2[CH:39]=[CH:38][CH:37]=[CH:36][CH:35]=2)=[O:31])=[N:22]1.C(=O)([O-])[O-].[K+].[K+]>CC(CC)=O>[C:1]([C:5]1[N:6]=[C:7]([C:10]2[O:11][C:12]3[CH:18]=[CH:17][C:16]([CH2:19][N:21]4[C:29]5[C:24](=[CH:25][CH:26]=[CH:27][CH:28]=5)[C:23]([C:30]([O:32][CH2:33][C:34]5[CH:39]=[CH:38][CH:37]=[CH:36][CH:35]=5)=[O:31])=[N:22]4)=[CH:15][C:13]=3[CH:14]=2)[S:8][CH:9]=1)([CH3:4])([CH3:3])[CH3:2].[C:1]([C:5]1[N:6]=[C:7]([C:10]2[O:11][C:12]3[CH:18]=[CH:17][C:16]([CH2:19][N:22]4[C:23]([C:30]([O:32][CH2:33][C:34]5[CH:39]=[CH:38][CH:37]=[CH:36][CH:35]=5)=[O:31])=[C:24]5[C:29]([CH:28]=[CH:27][CH:26]=[CH:25]5)=[N:21]4)=[CH:15][C:13]=3[CH:14]=2)[S:8][CH:9]=1)([CH3:4])([CH3:3])[CH3:2] |f:2.3.4|. Procedure details: A mixture of 4-tert-butyl-2-[5-(chloromethyl)benzofuran-2-yl]thiazole (0.36 g), benzyl indazole-3-carboxylate (0.30 g) and potassium carbonate (0.33 g) in methylethylketone (20 ml) was stirred under reflux for 7 hours. After being cooled to room temperature, the mixture was filtered and the filtrate was concentrated under reduced pressure. The syrup was subjected to column chromatography on silica gel and eluted with a mixture of n-hexane and ethyl acetate. The fractions containing the objective... Starting materials: [Na] (sodium), [N+](=O)([O-])C=C(S(=O)C)SC (1-nitro-2-methylthio-2-methylsulphinyl-ethylene), Br.BrCCCN (3-bromopropylamine hydrobromide). Run in CO (methanol), CO (methanol). Reaction conditions: time 5 hour. Yields the product [N+](=O)([O-])C=C(NCCCBr)SC (1-nitro-2-methylthio-2-(3-bromopropylamino)ethylene). Isolated yield 39.2%. RXN SMILES: [Na].[N+:2]([CH:5]=[C:6](SC)[S:7]([CH3:9])=O)([O-:4])=[O:3].Br.[Br:13][CH2:14][CH2:15][CH2:16][NH2:17]>CO>[N+:2]([CH:5]=[C:6]([S:7][CH3:9])[NH:17][CH2:16][CH2:15][CH2:14][Br:13])([O-:4])=[O:3] |f:2.3,^1:0|. Reported procedure: A solution of sodium (0.09 g, 0.004 mol) in methanol (10 ml) was added dropwise to a stirred solution of 1-nitro-2-methylthio-2-methylsulphinyl-ethylene (0.5 g, 0.003 mol) and 3-bromopropylamine hydrobromide (0.9 g, 0.004 mol) in methanol (30 ml). The mixture was stirred for 5 hours, and then the solvent was removed in vacuo. The residue was dissolved in water (20 ml) and extracted with chloroform (2×30 ml). The extracts were combined, dried, and concentrated in vacuo. The solid residue was recr...